This data is from the Open Reaction Database (ORD), a public repository of structured organic reaction records. The task is: describe an organic reaction: reactants, conditions, products, and yield The reactants are NC1=C(C(N(C(N1CCC)=O)CCC)=O)NC(=O)C1C2C3C2C(C1C3)=O (5-Oxo-tricyclo[2.2.1.02,6]heptane-3-carboxylic acid (6-amino-2,4-dioxo-1,3-dipropyl-1,2,3,4-tetrahydro-pyrimidin-5-yl)-amide), [OH-].[K+] (KOH), C(C)(C)O (isopropanol). Run in O (water). Yields the product O=C1C2C(C3C(C13)C2)C2=NC=1N(C(N(C(C1N2)=O)CCC)=O)CCC (8-(5-Oxo-tricyclo[2.2.1.02,6]hept-3-yl)-1,3-dipropyl-3,7-dihydro-purine-2,6-dione). Reaction SMILES: [NH2:1][C:2]1[N:7]([CH2:8][CH2:9][CH3:10])[C:6](=[O:11])[N:5]([CH2:12][CH2:13][CH3:14])[C:4](=[O:15])[C:3]=1[NH:16][C:17]([CH:19]1[CH:24]2[CH2:25][CH:21]3[CH:22]([C:23]2=[O:26])[CH:20]13)=O.C(O)(C)C.[OH-].[K+]>O>[O:26]=[C:23]1[CH:22]2[CH:20]3[CH:21]2[CH2:25][CH:24]1[CH:19]3[C:17]1[NH:16][C:3]2[C:4](=[O:15])[N:5]([CH2:12][CH2:13][CH3:14])[C:6](=[O:11])[N:7]([CH2:8][CH2:9][CH3:10])[C:2]=2[N:1]=1 |f:2.3|. Procedure details: 5-Oxo-tricyclo[2.2.1.02,6]heptane-3-carboxylic acid (6-amino-2,4-dioxo-1,3-dipropyl-1,2,3,4-tetrahydro-pyrimidin-5-yl)-amide (360 mg) from step 1 was taken in 1:1 isopropanol:water (5 ml) and KOH (84 mg) was added. The reaction mixture was refluxed for one and half-hour. After cooling the reaction mixture to room temperature, iPrOH was removed by rotavap. The aqueous layer was neutralized with 2N HCl and extracted with ethyl acetate (3×50 ml). The combined organic layer was washed with water and... Reactants: ice water, O=P12OP3(=O)OP(=O)(O1)OP(=O)(O2)O3 (diphosphorus pentoxide), P(O)(O)(O)=O (phosphoric acid), NC1=CC(=CC(N1CC)=O)C1CCCCC1 (6-amino-4-cyclohexyl-1-ethyl-2(1H)-pyridone), CC(CC(CC)=O)=O (2,4-hexanedione), [OH-].[Na+] (sodium hydroxide). Reaction conditions: temperature 140 celsius. Yields the product C1(CCCCC1)C1=CC(N(C2=NC(=CC(=C12)C)CC)CC)=O (4-cyclohexyl-1,7-diethyl-5-methyl-1,8-naphthyridin-2(1H)-one). RXN SMILES: O=P12OP3(OP(OP(O3)(O1)=O)(=O)O2)=O.P(=O)(O)(O)O.[NH2:20][C:21]1[N:26]([CH2:27][CH3:28])[C:25](=[O:29])[CH:24]=[C:23]([CH:30]2[CH2:35][CH2:34][CH2:33][CH2:32][CH2:31]2)[CH:22]=1.[CH3:36][C:37](=O)[CH2:38][C:39](=O)[CH2:40][CH3:41].[OH-].[Na+]>>[CH:30]1([C:23]2[C:22]3[C:21](=[N:20][C:39]([CH2:40][CH3:41])=[CH:38][C:37]=3[CH3:36])[N:26]([CH2:27][CH3:28])[C:25](=[O:29])[CH:24]=2)[CH2:35][CH2:34][CH2:33][CH2:32][CH2:31]1 |f:4.5|. Procedure: A mixture of 5.0 g of diphosphorus pentoxide and 2.5 ml of phosphoric acid was stirred at 140° C. until it became transparent. Then, 1.1 g of 6-amino-4-cyclohexyl-1-ethyl-2(1H)-pyridone and 0.6 ml of 2,4-hexanedione were added to this solution, and the mixture was stirred at 140° C. for 3 hours. The reaction solution was poured into ice water, made alkaline by adding 1 N sodium hydroxide aqueous solution and then extracted with ethyl acetate. After drying the ethyl acetate layer over anhydrous m... The reactants are C(CCC)C=1NC(=C(N1)Cl)C=O (2-n-Butyl-4-chloroimidazole-5-carboxaldehyde), BrCC1=CC=C(C=C1)C1=C(C=CC=C1)C#N (4-bromomethyl-2'-cyanobiphenyl), C([O-])([O-])=O.[K+].[K+] (potassium carbonate). Solvent: CN(C)C=O (DMF). Run at temperature 25 celsius, time 8 hour. The product is C(CCC)C=1N(C(=C(N1)Cl)C=O)CC1=CC=C(C=C1)C1=C(C=CC=C1)C#N (2-n-Butyl-4-chloro-1-[(2'-cyanobiphenyl-4-yl)methyl]imidazole-5-carboxaldehyde). Reaction SMILES: [CH2:1]([C:5]1[NH:6][C:7]([CH:11]=[O:12])=[C:8]([Cl:10])[N:9]=1)[CH2:2][CH2:3][CH3:4].Br[CH2:14][C:15]1[CH:20]=[CH:19][C:18]([C:21]2[CH:26]=[CH:25][CH:24]=[CH:23][C:22]=2[C:27]#[N:28])=[CH:17][CH:16]=1.C(=O)([O-])[O-].[K+].[K+]>CN(C=O)C>[CH2:1]([C:5]1[N:6]([CH2:14][C:15]2[CH:16]=[CH:17][C:18]([C:21]3[CH:26]=[CH:25][CH:24]=[CH:23][C:22]=3[C:27]#[N:28])=[CH:19][CH:20]=2)[C:7]([CH:11]=[O:12])=[C:8]([Cl:10])[N:9]=1)[CH2:2][CH2:3][CH3:4] |f:2.3.4|. Reported procedure: 2-n-Butyl-4-chloroimidazole-5-carboxaldehyde (6.34 g, 34.0 mmol, 1 eq.), 4-bromomethyl-2'-cyanobiphenyl (9.25 g, 34.0 mmol, 1 eq.), potassium carbonate (5.17 g, 37.4 mmol, 1.1 eq.) and DMF (100 mL) were mixed and stirred at 25° C. overnight. The solids were filtered and the filtrate evaporated. The residue was chromatographed over silica gel in 9:1 to 1:1 hexane/ethyl acetate and crystallized from methylcyclohexane/n-butyl chloride yielding 9.70 g of a solid; m.p. 96.0°-97.0° C. NMR (CDCl3): δ9.... The reactants are Nc1c(OCc2ccccc2)cc(Br)cc1[N+](=O)[O-], CC(=O)OC(C)=O, CC(=O)O, O, O=S(=O)(O)O. Product: CC(=O)Nc1c(OCc2ccccc2)cc(Br)cc1[N+](=O)[O-]. As a reaction SMILES: [CH2:1]([c:2]1[cH:3][cH:4][cH:5][cH:6][cH:7]1)[O:8][c:9]1[c:10]([NH2:11])[c:12]([N+:17](=[O:18])[O-:19])[cH:13][c:14]([Br:16])[cH:15]1.[CH3:20][C:21](=[O:22])[O:23][C:24](=[O:25])[CH3:26].[CH3:33][C:34](=[O:35])[OH:36].[OH2:32].[S:27](=[O:28])(=[O:29])([OH:30])[OH:31]>>[CH2:1]([c:2]1[cH:3][cH:4][cH:5][cH:6][cH:7]1)[O:8][c:9]1[c:10]([NH:11][C:21]([CH3:20])=[O:22])[c:12]([N+:17](=[O:18])[O-:19])[cH:13][c:14]([Br:16])[cH:15]1. The solvent is C(C)O (ethanol), C(C)O (ethanol). Reactants: NC=1C(=NC(=C(C1C(=O)OCC)C(=O)OCC)N1N=NN=C1)C1=CC=CC=C1 (3-amino-4,5-diethoxycarbonyl-2-phenyl-6-(tetrazol-1-yl)pyridine), whereto, O.NN (hydrazine monohydrate). RXN SMILES: [NH2:1][C:2]1[C:3]([C:23]2[CH:28]=[CH:27][CH:26]=[CH:25][CH:24]=2)=[N:4][C:5]([N:18]2[CH:22]=[N:21][N:20]=[N:19]2)=[C:6]([C:13](OCC)=[O:14])[C:7]=1[C:8](OCC)=[O:9].O.[NH2:30][NH2:31]>C(O)C>[NH2:1][C:2]1[C:7]2[C:8](=[O:9])[NH:31][NH:30][C:13](=[O:14])[C:6]=2[C:5]([N:18]2[CH:22]=[N:21][N:20]=[N:19]2)=[N:4][C:3]=1[C:23]1[CH:28]=[CH:27][CH:26]=[CH:25][CH:24]=1 |f:1.2|. The product is NC1=C(N=C(C=2C(NNC(C21)=O)=O)N2N=NN=C2)C2=CC=CC=C2 (8-Amino-7-phenyl-5-(tetrazol-1-yl)pyrido[3,4-d]pyridazine-1,4(2H,3H)dione). Reported procedure: In 2 ml of ethanol was dissolved 0.172 g of 3-amino-4,5-diethoxycarbonyl-2-phenyl-6-(tetrazol-1-yl)pyridine, whereto 1 ml of hydrazine monohydrate was added. The mixture was reacted at 90° C. for 2 hours. After 15 ml of ethanol was added, the mixture was cooled. The precipitate was collected by filtration and washed with ethanol. The thus-obtained precipitate was dissolved in 20 ml of hot water, and 0.7 ml of acetic acid was added. The mixture was cooled, and the resulting precipitate was collec... Starting materials: O=C([O-])[O-], C1CCOC1, Cc1noc(C)c1B(O)O, CCOC(C)=O, CC(C)OC(=O)N1CCC(Oc2cccc3c2CCN3c2ccc(I)cc2)CC1, [Na+], [Na+], Cl[Pd]Cl, c1ccc(P(c2ccccc2)c2ccccc2)cc1, c1ccc(P(c2ccccc2)c2ccccc2)cc1. The product is Cc1noc(C)c1-c1ccc(N2CCc3c(OC4CCN(C(=O)OC(C)C)CC4)cccc32)cc1. Reaction SMILES: [C:40](=[O:41])([O-:42])[O-:43].[CH2:46]1[O:47][CH2:48][CH2:49][CH2:50]1.[CH3:30][c:31]1[n:32][o:33][c:34]([CH3:39])[c:35]1[B:36]([OH:37])[OH:38].[CH3:51][CH2:52][O:53][C:54]([CH3:55])=[O:56].[I:1][c:2]1[cH:3][cH:4][c:5]([N:8]2[CH2:9][CH2:10][c:11]3[c:12]([O:17][CH:18]4[CH2:19][CH2:20][N:21]([C:24](=[O:25])[O:26][CH:27]([CH3:28])[CH3:29])[CH2:22][CH2:23]4)[cH:13][cH:14][cH:15][c:16]32)[cH:6][cH:7]1.[Na+:44].[Na+:45].[Pd:57]([Cl:58])[Cl:59].[c:60]1([P:61]([c:62]2[cH:63][cH:64][cH:65][cH:66][cH:67]2)[c:68]2[cH:69][cH:70][cH:71][cH:72][cH:73]2)[cH:74][cH:75][cH:76][cH:77][cH:78]1.[c:79]1([P:80]([c:81]2[cH:82][cH:83][cH:84][cH:85][cH:86]2)[c:87]2[cH:88][cH:89][cH:90][cH:91][cH:92]2)[cH:93][cH:94][cH:95][cH:96][cH:97]1>>[c:2]1(-[c:35]2[c:31]([CH3:30])[n:32][o:33][c:34]2[CH3:39])[cH:3][cH:4][c:5]([N:8]2[CH2:9][CH2:10][c:11]3[c:12]([O:17][CH:18]4[CH2:19][CH2:20][N:21]([C:24](=[O:25])[O:26][CH:27]([CH3:28])[CH3:29])[CH2:22][CH2:23]4)[cH:13][cH:14][cH:15][c:16]32)[cH:6][cH:7]1. Reactants: O=C1CCC(=O)N1Br, Cc1cccc2oc(-c3ccc(Cl)cc3)nc12, ClC(Cl)(Cl)Cl, CC(C)(C#N)N=NC(C)(C)C#N. Product: Clc1ccc(-c2nc3c(CBr)cccc3o2)cc1. Reaction SMILES: [Br:18][N:19]1[C:20](=[O:21])[CH2:22][CH2:23][C:24]1=[O:25].[Cl:1][c:2]1[cH:3][cH:4][c:5](-[c:8]2[o:9][c:10]3[c:11]([n:12]2)[c:13]([CH3:17])[cH:14][cH:15][cH:16]3)[cH:6][cH:7]1.[Cl:38][C:39]([Cl:40])([Cl:41])[Cl:42].[N:26]([C:27]([CH3:28])([CH3:29])[C:30]#[N:31])=[N:32][C:33]([CH3:34])([CH3:35])[C:36]#[N:37]>>[Cl:1][c:2]1[cH:3][cH:4][c:5](-[c:8]2[o:9][c:10]3[c:11]([n:12]2)[c:13]([CH2:17][Br:18])[cH:14][cH:15][cH:16]3)[cH:6][cH:7]1. Reactants: N([C@H](CC1=CNC2=CC=CC=C12)C(=O)O)C(=O)OCC1=CC=CC=C1 (Z-DTrp-OH), CCN=C=NCCCN(C)C.Cl (EDCI.HCl), C=1C=CC2=C(C1)N=NN2O (HOBT), NCCC(=O)OCC.Cl (βAla-OEt.HCl), CN1CCOCC1 (N-methylmorpholine). Solvent: O (H2O), ClCCl (dichloro-methane), ClCCl (dichloromethane). Run at time 8 hour. The product is N([C@H](CC1=CNC2=CC=CC=C12)C(=O)NCCC(=O)OCC)C(=O)OCC1=CC=CC=C1 (Z-DTrp-βAla-OEt). The yield is 72.8%. As a reaction SMILES: [NH:1]([C:16]([O:18][CH2:19][C:20]1[CH:25]=[CH:24][CH:23]=[CH:22][CH:21]=1)=[O:17])[C@@H:2]([C:13](O)=[O:14])[CH2:3][C:4]1[C:12]2[C:7](=[CH:8][CH:9]=[CH:10][CH:11]=2)[NH:6][CH:5]=1.[NH2:26][CH2:27][CH2:28][C:29]([O:31][CH2:32][CH3:33])=[O:30].Cl.CN1CCOCC1.C1C=CC2N(O)N=NC=2C=1.CCN=C=NCCCN(C)C.Cl>ClCCl.O>[NH:1]([C:16]([O:18][CH2:19][C:20]1[CH:21]=[CH:22][CH:23]=[CH:24][CH:25]=1)=[O:17])[C@@H:2]([C:13]([NH:26][CH2:27][CH2:28][C:29]([O:31][CH2:32][CH3:33])=[O:30])=[O:14])[CH2:3][C:4]1[C:12]2[C:7](=[CH:8][CH:9]=[CH:10][CH:11]=2)[NH:6][CH:5]=1 |f:1.2,5.6|. Reported procedure: Z-DTrp-OH (3.21 g) and βAla-OEt.HCl (1.49 g) were suspended in dichloromethane (30 ml), and N-methylmorpholine (1.05 g) and HOBT.H2O (1.59 g) were added at room temperature, and then EDCI.HCl (11.99 g) was added at 0°~5° C. The reaction mixture was stirred at room temperature overnight, diluted with dichloro-methane, washed successively with sat. NaHCO3, 1N HCl and brine, dried over MgSO4, filtered, and concentrated under reduced pressure. The residue was purified by dry column flash chromatogra... The reactants are COC1=CC=C2CCCC(C2=C1)C(=O)O (7-methoxy-1,2,3,4-tetrahydronaphthalene-1-carboxylic acid), C(C1=CC=CC=C1)N1N=CC(=C1)CNC1=CC=C(C=C1)C(C)C ([(1-benzylpyrazol-4-yl)methyl](4-isopropylphenyl)amine). Product: C(C1=CC=CC=C1)N1N=CC(=C1)CN(C(=O)C1CCCC2=CC=C(C=C12)OC)C1=CC=C(C=C1)C(C)C (N-[(1-benzylpyrazol-4-yl)methyl]-N-(4-isopropylphenyl)-7-methoxy-1,2,3,4-tetrahydronaphthalene-1-carboxamide). Yield: 45.7%. RXN SMILES: [CH3:1][O:2][C:3]1[CH:12]=[C:11]2[C:6]([CH2:7][CH2:8][CH2:9][CH:10]2[C:13]([OH:15])=O)=[CH:5][CH:4]=1.[CH2:16]([N:23]1[CH:27]=[C:26]([CH2:28][NH:29][C:30]2[CH:35]=[CH:34][C:33]([CH:36]([CH3:38])[CH3:37])=[CH:32][CH:31]=2)[CH:25]=[N:24]1)[C:17]1[CH:22]=[CH:21][CH:20]=[CH:19][CH:18]=1>>[CH2:16]([N:23]1[CH:27]=[C:26]([CH2:28][N:29]([C:30]2[CH:31]=[CH:32][C:33]([CH:36]([CH3:38])[CH3:37])=[CH:34][CH:35]=2)[C:13]([CH:10]2[C:11]3[C:6](=[CH:5][CH:4]=[C:3]([O:2][CH3:1])[CH:12]=3)[CH2:7][CH2:8][CH2:9]2)=[O:15])[CH:25]=[N:24]1)[C:17]1[CH:18]=[CH:19][CH:20]=[CH:21][CH:22]=1. Procedure details: By the reaction and treatment in the same manner as in Example 12 using 7-methoxy-1,2,3,4-tetrahydronaphthalene-1-carboxylic acid (1.5 g) and [(1-benzylpyrazol-4-yl)methyl](4-isopropylphenyl)amine (2.22 g) as starting materials, N-[(1-benzylpyrazol-4-yl)methyl]-N-(4-isopropylphenyl)-7-methoxy-1,2,3,4-tetrahydronaphthalene-1-carboxamide (1.64 g) was obtained. Starting materials: C=CCN1CCNCC1, Cc1csc2c(C(=O)O)c(=O)c3cc(F)c(Cl)cc3n12, c1ccncc1. Yields the product C=CCN1CCN(c2cc3c(=O)c(C(=O)O)c4scc(C)n4c3cc2Cl)CC1. Reaction SMILES: [CH2:21]([CH:22]=[CH2:23])[N:24]1[CH2:25][CH2:26][NH:27][CH2:28][CH2:29]1.[Cl:1][c:2]1[c:3]([F:20])[cH:4][c:5]2[c:6](=[O:19])[c:7]([C:16](=[O:17])[OH:18])[c:8]3[n:9]([c:10]2[cH:11]1)[c:12]([CH3:15])[cH:13][s:14]3.[cH:30]1[cH:31][cH:32][n:33][cH:34][cH:35]1>>[Cl:1][c:2]1[c:3]([N:27]2[CH2:26][CH2:25][N:24]([CH2:21][CH:22]=[CH2:23])[CH2:29][CH2:28]2)[cH:4][c:5]2[c:6](=[O:19])[c:7]([C:16](=[O:17])[OH:18])[c:8]3[n:9]([c:10]2[cH:11]1)[c:12]([CH3:15])[cH:13][s:14]3.